From a dataset of the Open Reaction Database (ORD), a public repository of structured organic reaction records. describe an organic reaction: reactants, conditions, products, and yield Starting materials: OC(=O)C(F)(F)F.NCCC1=CC(=C(C=C1)N1CC(N(S1(=O)=O)CC[Si](C)(C)C)=O)OCC1=CC=CC=C1 (5-[4-(2-Aminoethyl)-2-benzyloxyphenyl]-1,1-dioxo-2-(2-trimethylsilanylethyl)-1,2,5-thiadiazolidin-3-one TFA Salt), C(C)(C)N(CC)C(C)C (diisopropylethylamine), ClC(Cl)(OC(OC(Cl)(Cl)Cl)=O)Cl (triphosgene). Solvent: C(Cl)Cl (CH2Cl2), C(Cl)Cl (CH2Cl2). The product is OC1=C(C=CC(=C1)CCN=C=O)N1CC(NS1(=O)=O)=O (5-[2-Hydroxy-4-(2-isocyanatoethyl)-phenyl]-1,1-dioxo-1,2,5-thiadiazolidin-3-one). As a reaction SMILES: [OH:1][C:2](C(F)(F)F)=O.[NH2:8][CH2:9][CH2:10][C:11]1[CH:16]=[CH:15][C:14]([N:17]2[S:21](=[O:23])(=[O:22])[N:20](CC[Si](C)(C)C)[C:19](=[O:30])[CH2:18]2)=[C:13]([O:31]CC2C=CC=CC=2)[CH:12]=1.C(N(C(C)C)CC)(C)C.ClC(Cl)(OC(=O)OC(Cl)(Cl)Cl)Cl>C(Cl)Cl>[OH:31][C:13]1[CH:12]=[C:11]([CH2:10][CH2:9][N:8]=[C:2]=[O:1])[CH:16]=[CH:15][C:14]=1[N:17]1[S:21](=[O:22])(=[O:23])[NH:20][C:19](=[O:30])[CH2:18]1 |f:0.1|. Procedure details: A solution of 5-[4-(2-aminoethyl)-2-benzyloxyphenyl]-1,1-dioxo-2-(2-trimethylsilanylethyl)-1,2,5-thiadiazolidin-3-one (0.266 g, 0.46 mmol) (Example 67, step A) and diisopropylethylamine (0.177 mL, 1.02 mmol) in a minimum amount of CH2Cl2 is added dropwise over a period of 30 min to triphosgene (0.051 g, 0.17 mmol) dissolved in CH2Cl2 (10 mL). This solution is used directly in the next step.